Dataset: the Open Reaction Database (ORD), a public repository of structured organic reaction records. Task: describe an organic reaction: reactants, conditions, products, and yield The reactants are C(CCC)[Li] (n-butyllithium), CCCCCC (hexane), Cl (hydrochloric acid), BrC1=CC=2C(C3=CC(=CC=C3C2C=C1)C1=CC2=CC=CC=C2C=C1)(C)C (2-bromo-9,9-dimethyl-7-(naphthalene-2-yl)-9H-fluorene), B(OC(C)C)(OC(C)C)OC(C)C (triisopropyl borate). The solvent is C1CCOC1 (THF), ClCCl (dichloromethane). Conditions: temperature -60 celsius, time 8 hour. Product: CC1(C2=CC(=CC=C2C=2C=CC(=CC12)B(O)O)C1=CC2=CC=CC=C2C=C1)C (9,9-dimethyl-7-(naphthalene-2-yl)-9H-fluorene-2-ylboronic acid). The yield is 64.0%. As a reaction SMILES: Br[C:2]1[CH:14]=[CH:13][C:12]2[C:11]3[C:6](=[CH:7][C:8](C4C=CC5C(=CC=CC=5)C=4)=[CH:9][CH:10]=3)[C:5]([CH3:26])([CH3:25])[C:4]=2[CH:3]=1.[CH2:27]([Li])[CH2:28][CH2:29][CH3:30].[B:32](OC(C)C)([O:37]C(C)C)[O:33]C(C)C.Cl.[CH3:46][CH2:47][CH2:48][CH2:49][CH2:50][CH3:51]>ClCCl.C1COCC1>[CH3:26][C:5]1([CH3:25])[C:6]2[CH:7]=[C:8]([B:32]([OH:37])[OH:33])[CH:9]=[CH:10][C:11]=2[C:12]2[C:4]1=[CH:3][C:2]([C:48]1[CH:47]=[CH:46][C:30]3[C:50](=[CH:51][CH:27]=[CH:28][CH:29]=3)[CH:49]=1)=[CH:14][CH:13]=2. Procedure details: In argon atmosphere, a liquid mixture of 6.00 g (15.0 mmol) of 2-bromo-9,9-dimethyl-7-(naphthalene-2-yl)-9H-fluorene and 150 ml of dry THF was cooled to −60° C., and 11.6 ml (18.0 mmol) of a 1.55 M hexane solution of n-butyllithium was added dropwise under stirring. Then, the reaction mixture was stirred at −70° C. for 2 h. The reaction solution was cooled again to −70° C., and 8.48 g (45.1 mol) of triisopropyl borate was added dropwise. The reaction mixture was heated up to room temperature, st... Reactants: Clc1ccccc1Br, CCOC(C)=O, Cc1ccccc1, O=Cc1ccccc1B(O)O, [Na+], [Na+], O=C([O-])[O-]. The product is O=Cc1ccccc1-c1ccccc1Cl. RXN SMILES: [Br:1][c:2]1[c:3]([Cl:8])[cH:4][cH:5][cH:6][cH:7]1.[CH3:26][CH2:27][O:28][C:29](=[O:30])[CH3:31].[CH3:32][c:33]1[cH:34][cH:35][cH:36][cH:37][cH:38]1.[CH:9](=[O:10])[c:11]1[c:12]([B:17]([OH:18])[OH:19])[cH:13][cH:14][cH:15][cH:16]1.[Na+:20].[Na+:21].[O-:22][C:23](=[O:24])[O-:25]>>[c:2]1(-[c:12]2[c:11]([CH:9]=[O:10])[cH:16][cH:15][cH:14][cH:13]2)[c:3]([Cl:8])[cH:4][cH:5][cH:6][cH:7]1. The reactants are COC(=O)CCCn1c(=O)n(CC(=O)OC(C)(C)C)c2cccc([N+](=O)[O-])c21, CCO, CCOC(C)=O, [H][H]. The product is COC(=O)CCCn1c(=O)n(CC(=O)OC(C)(C)C)c2cccc(N)c21. As a reaction SMILES: [C:1]([CH3:2])([CH3:3])([CH3:4])[O:5][C:6]([CH2:7][n:8]1[c:9](=[O:27])[n:10]([CH2:20][CH2:21][CH2:22][C:23](=[O:24])[O:25][CH3:26])[c:11]2[c:12]1[cH:13][cH:14][cH:15][c:16]2[N+:17]([O-:18])=[O:19])=[O:28].[CH3:31][CH2:32][OH:33].[CH3:34][CH2:35][O:36][C:37]([CH3:38])=[O:39].[H:29][H:30]>>[C:1]([CH3:2])([CH3:3])([CH3:4])[O:5][C:6]([CH2:7][n:8]1[c:9](=[O:27])[n:10]([CH2:20][CH2:21][CH2:22][C:23](=[O:24])[O:25][CH3:26])[c:11]2[c:12]1[cH:13][cH:14][cH:15][c:16]2[NH2:17])=[O:28]. Starting materials: Cl.FC=1NC=CN1 (2-Fluoroimidazole hydrochloride), [OH-].[K+] (KOH), C(\C=C\C1=CC=CC=C1)Br (E-cinnamyl bromide). Solvent: CC(=O)C (acetone). Run at time 10 minute. Product: C(\C=C\C1=CC=CC=C1)N1C(=NC=C1)F (E-1-cinnamyl-2-fluoro-imidazole). As a reaction SMILES: Cl.[F:2][C:3]1[NH:4][CH:5]=[CH:6][N:7]=1.[OH-].[K+].[CH2:10](Br)/[CH:11]=[CH:12]/[C:13]1[CH:18]=[CH:17][CH:16]=[CH:15][CH:14]=1>CC(C)=O>[CH2:10]([N:4]1[CH:5]=[CH:6][N:7]=[C:3]1[F:2])/[CH:11]=[CH:12]/[C:13]1[CH:18]=[CH:17][CH:16]=[CH:15][CH:14]=1 |f:0.1,2.3|. Procedure: 2-Fluoroimidazole hydrochloride was added to a suspension of powdered KOH in acetone, stirred for 10 minutes, and E-cinnamyl bromide added. After stirring 1 hour, the mixture was worked up by extraction and chromatography to give E-1-cinnamyl-2-fluoro-imidazole, having the following n.m.r. in CDCl3 : 4.6 (d, 2H); 6.1-6.4 (d of t, 1H); 6.6 (d, 1H); 6.6-6.8 (m, 2H); 7.2-7.5 (m, 5H). Reactants: NC=1C(=NC=CC1)NC (3-amino-2-methylaminopyridine), II (iodine), O=CCCOC1=CC=C(CC2C(NC(S2)=O)=O)C=C1 (5-[4-(3-oxopropoxy)benzyl]thiazolidine-2,4-dione), C(C)O (ethanol). Run in COCCOC (1,2-dimethoxyethane), C(C)(=O)O (acetic acid). The product is CN1C(=NC=2C1=NC=CC2)CCOC2=CC=C(CC1C(NC(S1)=O)=O)C=C2 (5-{4-[2-(3-Methylimidazo[5,4-b]pyridin-2-yl)ethoxy]benzyl}thiazolidine-2,4-dione). Yield: 3.0%. As a reaction SMILES: [NH2:1][C:2]1[C:3]([NH:8][CH3:9])=[N:4][CH:5]=[CH:6][CH:7]=1.O=[CH:11][CH2:12][CH2:13][O:14][C:15]1[CH:28]=[CH:27][C:18]([CH2:19][CH:20]2[S:24][C:23](=[O:25])[NH:22][C:21]2=[O:26])=[CH:17][CH:16]=1.C(O)C.II>COCCOC.C(O)(=O)C>[CH3:9][N:8]1[C:3]2=[N:4][CH:5]=[CH:6][CH:7]=[C:2]2[N:1]=[C:11]1[CH2:12][CH2:13][O:14][C:15]1[CH:16]=[CH:17][C:18]([CH2:19][CH:20]2[S:24][C:23](=[O:25])[NH:22][C:21]2=[O:26])=[CH:27][CH:28]=1. Procedure: A procedure similar to that described in Example 18 was repeated, except that 0.94 g of 3-amino-2-methylaminopyridine (prepared as described in Preparation 105), 2.10 g of 5-[4-(3-oxopropoxy)benzyl]thiazolidine-2,4-dione (prepared as described in Preparation 107), 6 ml of ethanol, 3 ml of acetic acid, 2.32 g of iodine and 30 ml of 1,2-dimethoxyethane were used. After working up the product as described in Example 18, the resulting crude product was purified by column chromatography through silic... Starting materials: C=CCOC(=O)COc1ccc(CBr)cc1, C[Si](C)(C)[N-][Si](C)(C)C, Cc1ccccc1, [K+], Nc1ccc(Cl)cc1C(=O)c1ccc(O)cc1, CN(C)C=O. The product is C=CCOC(=O)COc1ccc(COc2ccc(C(=O)c3cc(Cl)ccc3N)cc2)cc1. RXN SMILES: [Br:35][CH2:36][c:37]1[cH:38][cH:39][c:40]([O:41][CH2:42][C:43](=[O:44])[O:45][CH2:46][CH:47]=[CH2:48])[cH:49][cH:50]1.[CH3:18][Si:19]([N-:20][Si:21]([CH3:22])([CH3:23])[CH3:24])([CH3:25])[CH3:26].[CH3:28][c:29]1[cH:30][cH:31][cH:32][cH:33][cH:34]1.[K+:27].[NH2:1][c:2]1[c:3]([C:4](=[O:5])[c:6]2[cH:7][cH:8][c:9]([OH:12])[cH:10][cH:11]2)[cH:13][c:14]([Cl:17])[cH:15][cH:16]1.[O:51]=[CH:52][N:53]([CH3:54])[CH3:55]>>[NH2:1][c:2]1[c:3]([C:4](=[O:5])[c:6]2[cH:7][cH:8][c:9]([O:12][CH2:36][c:37]3[cH:38][cH:39][c:40]([O:41][CH2:42][C:43](=[O:44])[O:45][CH2:46][CH:47]=[CH2:48])[cH:49][cH:50]3)[cH:10][cH:11]2)[cH:13][c:14]([Cl:17])[cH:15][cH:16]1. The reactants are ClC=1C=C(C2=C(N(CC(O2)(C)C)C)C1)C(=O)O (6-chloro-2,2,4-trimethyl-3,4-dihydro-2H-1,4-benzoxazine-8-carboxylic acid), CN1CCOCC1 (N-methylmorpholine), ClC(=O)OCC(C)C (isobutyl chloroformate), NC[C@H]1N(CCC1)CCCC ((S)-(-)-2-aminomethyl-1-butylpyrrolidine). Solvent: O1CCCC1 (tetrahydrofuran), CN(C=O)C (dimethylformamide). Conditions: time 3 hour. Product: C(CCC)N1[C@@H](CCC1)CNC(=O)C1=CC(=CC=2N(CC(OC21)(C)C)C)Cl ((S)-N-[(1-butyl-2-pyrrolidinyl)methyl]-6-chloro-2,2,4-trimethyl-3,4-dihydro-2H-1,4-benzoxazine-8-carboxamide). RXN SMILES: [Cl:1][C:2]1[CH:3]=[C:4]([C:15]([OH:17])=O)[C:5]2[O:10][C:9]([CH3:12])([CH3:11])[CH2:8][N:7]([CH3:13])[C:6]=2[CH:14]=1.CN1CCOCC1.ClC(OCC(C)C)=O.[NH2:33][CH2:34][C@@H:35]1[CH2:39][CH2:38][CH2:37][N:36]1[CH2:40][CH2:41][CH2:42][CH3:43]>O1CCCC1.CN(C)C=O>[CH2:40]([N:36]1[CH2:37][CH2:38][CH2:39][C@H:35]1[CH2:34][NH:33][C:15]([C:4]1[C:5]2[O:10][C:9]([CH3:11])([CH3:12])[CH2:8][N:7]([CH3:13])[C:6]=2[CH:14]=[C:2]([Cl:1])[CH:3]=1)=[O:17])[CH2:41][CH2:42][CH3:43]. Procedure details: To a solution of 1.03 g of 6-chloro-2,2,4-trimethyl-3,4-dihydro-2H-1,4-benzoxazine-8-carboxylic acid in a mixed solvent of 5 ml of dimethylformamide and 10 ml of tetrahydrofuran was added 0.6 g N-methylmorpholine, and 0.55 g of isobutyl chloroformate was added dropwise thereto at -10° to -5° C. under ice-cooling. After stirring for 20 minutes at the same temperature, 0.63 g of (S)-(-)-2-aminomethyl-1-butylpyrrolidine was added at -10° to -5° C. and the mixture was stirred at room temperature for... Procedure details: To a stirred solution of 3′,4′-dimethoxyvalerophenone (0.08 grams, 3.60 mmol) in a mixture of ethanol (25 milliliters) and water (5 milliliters) was added hydroxyamine hydrochloride (0.40 grams, 5.76 mmol) and sodium acetate (0.59 grams, 7.20 mmol) in water (5 milliliters). The solution was refluxed for two days. Reaction progress was monitored by TLC (20%, ethyl acetate/hexane, UV) and was complete after 2 days. The reaction was allowed to cool to ambient temperature and the ethanol was removed... Product: COC=1C=C(C=CC1OC)C(CCCC)=NO (3′,4′-Dimethoxyvalerophenone oxime). Conditions: time 2 day. As a reaction SMILES: [CH3:1][O:2][C:3]1[CH:4]=[C:5]([C:11](=O)[CH2:12][CH2:13][CH2:14][CH3:15])[CH:6]=[CH:7][C:8]=1[O:9][CH3:10].Cl.[OH:18][NH2:19].C([O-])(=O)C.[Na+].C(OCC)(=O)C.CCCCCC>C(O)C.O>[CH3:1][O:2][C:3]1[CH:4]=[C:5]([C:11](=[N:19][OH:18])[CH2:12][CH2:13][CH2:14][CH3:15])[CH:6]=[CH:7][C:8]=1[O:9][CH3:10] |f:1.2,3.4,5.6|. Starting materials: COC=1C=C(C=CC1OC)C(CCCC)=O (3′,4′-dimethoxyvalerophenone), Cl.ON (hydroxyamine hydrochloride), C(C)(=O)[O-].[Na+] (sodium acetate), C(C)(=O)OCC.CCCCCC (ethyl acetate hexane). The solvent is C(C)O (ethanol), O (water), O (water). Isolated yield 65.6%.